From a dataset of the Open Reaction Database (ORD), a public repository of structured organic reaction records. describe an organic reaction: reactants, conditions, products, and yield Reactants: C(C)C1=C(C(=CC=C1)CC)NCC=1C=NC=CC1 (3-(2,6-diethylphenylaminomethyl)pyridine), CS(=O)(=O)Cl (methanesulfonyl chloride), ClCCl (dichloromethane), CS(=O)(=O)Cl (methanesulfonyl chloride), [OH-].[Na+] (sodium hydroxide). Run in C(C)N(CC)CC (triethylamine), C(C)(=O)OCC (ethyl acetate), O (water). Run at time 3 day. Yields the product C(C)C1=C(C(=CC=C1)CC)N(S(=O)(=O)C)CC=1C=NC=CC1 (N-(2,6-diethylphenyl)-N-(pyridin-3-ylmethyl)methanesulfonamide). RXN SMILES: [CH2:1]([C:3]1[CH:8]=[CH:7][CH:6]=[C:5]([CH2:9][CH3:10])[C:4]=1[NH:11][CH2:12][C:13]1[CH:14]=[N:15][CH:16]=[CH:17][CH:18]=1)[CH3:2].[CH3:19][S:20](Cl)(=[O:22])=[O:21].[OH-].[Na+].ClCCl>O.C(OCC)(=O)C.C(N(CC)CC)C>[CH2:1]([C:3]1[CH:8]=[CH:7][CH:6]=[C:5]([CH2:9][CH3:10])[C:4]=1[N:11]([CH2:12][C:13]1[CH:14]=[N:15][CH:16]=[CH:17][CH:18]=1)[S:20]([CH3:19])(=[O:22])=[O:21])[CH3:2] |f:2.3|. Procedure details: A 3.9 g. portion of 3-(2,6-diethylphenylaminomethyl)pyridine was suspended in about 10 ml. of methanesulfonyl chloride, and the mixture stood at ambient temperature for 3 days. It was then diluted with water, and made basic to about pH 10 with aqueous sodium hydroxide. It was extracted twice with 15 ml. portions of ethyl acetate, and the combined organic layers were washed twice with 15 ml. portions of water, and dried. The organic solution was evaporated under vacuum to obtain 4.5 g. of oily pr... Reactants: aqueous solution, C(CCCC=O)=O (glutaraldehyde), C(C(=O)CC(=O)O)C(=O)O (1,3-acetonedicarboxylic acid), C(C1=CC=CC=C1)N (benzylamine). Run in Cl (HCl). The product is C(C1=CC=CC=C1)N1C2CC(CC1CCC2)=O (N-Benzyl-9-azabicyclo[3.3.1]nonan-3-one). The yield is 33.0%. Reaction SMILES: [CH:1](=O)[CH2:2][CH2:3][CH2:4][CH:5]=[O:6].[CH2:8]([C:15](O)=O)[C:9](CC(O)=O)=O.[CH2:18]([NH2:25])[C:19]1[CH:24]=[CH:23][CH:22]=[CH:21][CH:20]=1>Cl>[CH2:18]([N:25]1[CH:3]2[CH2:2][CH2:1][CH2:15][CH:8]1[CH2:9][C:5](=[O:6])[CH2:4]2)[C:19]1[CH:24]=[CH:23][CH:22]=[CH:21][CH:20]=1. Reported procedure: To a 1 L round-bottomed flask equipped with a condenser and nitrogen inlet were added 80 g (0.2 mol) of a 25% aqueous solution of glutaraldehyde, 29.2 g (0.2 mol) 1,3-acetonedicarboxylic acid, and 11.4 g (0.2 mol) benzylamine. After the initial reaction had subsided, the pH was adjusted to 5 and maintained for 14 hours. The reaction was then taken up in 6N HCl, washed with ethyl acetate, and basified with 6N sodium hydroxide solution. The aqueous layer was extracted with methylene chloride, and ... Starting materials: CI, Cc1nc2c([nH]1)C(=O)N(C)C1=NC3CCCC3N12, Cl. The product is Cc1nc2c(n1C)C(=O)N(C)C1=NC3CCCC3N12. RXN SMILES: [CH3:20][I:21].[CH3:2][c:3]1[n:4][c:5]2[c:10]([nH:11]1)[C:9](=[O:12])[N:8]([CH3:13])[C:7]1=[N:14][CH:15]3[CH:16]([N:6]21)[CH2:17][CH2:18][CH2:19]3.[ClH:1]>>[CH3:2][c:3]1[n:4][c:5]2[c:10]([n:11]1[CH3:20])[C:9](=[O:12])[N:8]([CH3:13])[C:7]1=[N:14][CH:15]3[CH:16]([N:6]21)[CH2:17][CH2:18][CH2:19]3. Starting materials: [N+](=O)([O-])[O-].[NH4+].[NH4+].[Ce+4].[N+](=O)([O-])[O-].[N+](=O)([O-])[O-].[N+](=O)([O-])[O-].[N+](=O)([O-])[O-].[N+](=O)([O-])[O-] (cerium (IV) diammonium nitrate), ClC1=CC=C2C3(C(NC2=C1)=O)C1(N([C@H]([C@@H]3C3=C(C(=NC=C3)Cl)F)C(=O)N[C@H]3CO[C@@H](CC3)CO)[C@@H]([C@H](C3=CC=CC=C3)O)C3=CC=CC=C3)CC(C1)(CF)CF ((4′S,5′R)-6″-chloro-4′-(2-chloro-3-fluoropyridin-4-yl)-3,3-bis(fluoromethyl)-1′-[(1R,2S)-2-hydroxy-1,2-diphenylethyl]-N-[(3R,6S)-6-(hydroxymethyl)tetrahydro-2H-pyran-3-yl]-2″-oxo-1″,2″-dihydrodispiro[cyclobutane-1,2′-pyrrolidine-3′,3″-indole]-5′-carboxamide), C([O-])([O-])=O.[K+].[K+] (Potassium carbonate). The solvent is O (water), C(C)#N (acetonitrile). Reaction conditions: time 10 minute. The product is ClC1=CC=C2[C@@]3(C(NC2=C1)=O)C1(N[C@H]([C@@H]3C3=C(C(=NC=C3)Cl)F)C(=O)N[C@H]3CO[C@@H](CC3)CO)CC(C1)(CF)CF ((3′R,4′S,5′R)-6″-chloro-4′-(2-chloro-3-fluoropyridin-4-yl)-3,3-bis(fluoromethyl)-N-[(3R,6S)-6-(hydroxymethyl)tetrahydro-2H-pyran-3-yl]-2″-oxo-1″,2″-dihydrodispiro[cyclobutane-1,2′-pyrrolidine-3′,3″-indole]-5′-carboxamide). The yield is 57.5%. As a reaction SMILES: [Cl:1][C:2]1[CH:10]=[C:9]2[C:5]([C:6]3([C@@H:15]([C:16]4[CH:21]=[CH:20][N:19]=[C:18]([Cl:22])[C:17]=4[F:23])[C@H:14]([C:24]([NH:26][C@@H:27]4[CH2:32][CH2:31][C@@H:30]([CH2:33][OH:34])[O:29][CH2:28]4)=[O:25])[N:13]([C@H](C4C=CC=CC=4)[C@@H](O)C4C=CC=CC=4)[C:12]43[CH2:52][C:51]([CH2:55][F:56])([CH2:53][F:54])[CH2:50]4)[C:7](=[O:11])[NH:8]2)=[CH:4][CH:3]=1.[N+]([O-])([O-])=O.[NH4+].[NH4+].[Ce+4].[N+]([O-])([O-])=O.[N+]([O-])([O-])=O.[N+]([O-])([O-])=O.[N+]([O-])([O-])=O.[N+]([O-])([O-])=O.C(=O)([O-])[O-].[K+].[K+]>C(#N)C.O>[Cl:1][C:2]1[CH:10]=[C:9]2[C:5]([C@@:6]3([C@@H:15]([C:16]4[CH:21]=[CH:20][N:19]=[C:18]([Cl:22])[C:17]=4[F:23])[C@H:14]([C:24]([NH:26][C@@H:27]4[CH2:32][CH2:31][C@@H:30]([CH2:33][OH:34])[O:29][CH2:28]4)=[O:25])[NH:13][C:12]43[CH2:50][C:51]([CH2:55][F:56])([CH2:53][F:54])[CH2:52]4)[C:7](=[O:11])[NH:8]2)=[CH:4][CH:3]=1 |f:1.2.3.4.5.6.7.8.9,10.11.12|. Procedure details: The compound (153 mg, 0.19 mmol) obtained in Step 2 above was dissolved in acetonitrile (10 ml) and water (3 ml), cerium (IV) diammonium nitrate (207 mg, 0.38 mmol) was added under ice cooling and the resulting mixture was stirred for 10 minutes. Potassium carbonate (104 mg, 0.76 mmol) was added to the reaction mixture and the precipitated insoluble matter was removed by filtration through celite. The filtrate was diluted with ethyl acetate, washed with brine and dried over anhydrous sodium sulf... Reactants: C1(CC1)C1=C(C(=NN1C1=CC=C(C=C1)OC(F)(F)F)C)C(=O)O (5-Cyclopropyl-3-methyl-1-(4-trifluoromethoxy-phenyl)-1H-pyrazole-4-carboxylic acid), N1(CCCC1)C1CCNCC1 (4-pyrrolidin-1-yl-piperidine). The product is C1(CC1)C1=C(C(=NN1C1=CC=C(C=C1)OC(F)(F)F)C)C(=O)N1CCC(CC1)N1CCCC1 ([5-Cyclopropyl-3-methyl-1-(4-trifluoromethoxy-phenyl)-1H-pyrazol-4-yl]-(4-pyrrolidin-1-yl-piperidin-1-yl)-methanone). RXN SMILES: [CH:1]1([C:4]2[N:8]([C:9]3[CH:14]=[CH:13][C:12]([O:15][C:16]([F:19])([F:18])[F:17])=[CH:11][CH:10]=3)[N:7]=[C:6]([CH3:20])[C:5]=2[C:21](O)=[O:22])[CH2:3][CH2:2]1.[N:24]1([CH:29]2[CH2:34][CH2:33][NH:32][CH2:31][CH2:30]2)[CH2:28][CH2:27][CH2:26][CH2:25]1>>[CH:1]1([C:4]2[N:8]([C:9]3[CH:10]=[CH:11][C:12]([O:15][C:16]([F:19])([F:18])[F:17])=[CH:13][CH:14]=3)[N:7]=[C:6]([CH3:20])[C:5]=2[C:21]([N:32]2[CH2:33][CH2:34][CH:29]([N:24]3[CH2:28][CH2:27][CH2:26][CH2:25]3)[CH2:30][CH2:31]2)=[O:22])[CH2:3][CH2:2]1. Procedure: The title compound was prepared from 5-Cyclopropyl-3-methyl-1-(4-trifluoromethoxy-phenyl)-1H-pyrazole-4-carboxylic acid and 4-pyrrolidin-1-yl-piperidine in direct analogy to the general procedure used in example 150. MS: 463.2 (MH+). Starting materials: C(C1=CC=C(C=C1)OC)=O (p-anisaldehyde), CCOC(=O)C.CCCCCC (EtOAc hexane). The product is O1[C@H](COC2=C(C=CC=C2)C2=CC=CC=C2)C1 ((S)-2-(2,3-Epoxypropoxy)[1,1'-biphenyl]). RXN SMILES: C(=O)[C:2]1[CH:7]=[CH:6][C:5]([O:8][CH3:9])=[CH:4][CH:3]=1.CCO[C:14]([CH3:16])=[O:15].[CH3:17][CH2:18][CH2:19][CH2:20][CH2:21][CH3:22]>>[O:15]1[CH2:14][C@H:16]1[CH2:9][O:8][C:5]1[CH:4]=[CH:3][CH:2]=[CH:7][C:6]=1[C:19]1[CH:18]=[CH:17][CH:22]=[CH:21][CH:20]=1 |f:1.2|. Procedure details: 13C NMR (CDCl3): δ155, 148, 132, 129, 128, 127, 126, 121,113, 69, 50, 44. TLC: Rf =0.5 in 25% EtOAc/hexane, p-anisaldehyde stain, UV. The reactants are C[Si](C=1OC=CC1C(=O)O)(C)C (2-Trimethylsilyl-3-furancarboxylic acid), ice water, C([O-])([O-])=O.[K+].[K+] (potassium carbonate), ICC (iodoethane). Run in CN(C=O)C (N,N-dimethylformamide). Reaction conditions: time 15 hour. Yields the product C(C)OC(=O)C1=C(OC=C1)[Si](C)(C)C (2-trimethylsilyl-3-furancarboxylic acid ethyl ester). Yield: 86.3%. Reaction SMILES: [CH3:1][Si:2]([CH3:12])([CH3:11])[C:3]1[O:4][CH:5]=[CH:6][C:7]=1[C:8]([OH:10])=[O:9].C(=O)([O-])[O-].[K+].[K+].I[CH2:20][CH3:21]>CN(C)C=O>[CH2:20]([O:9][C:8]([C:7]1[CH:6]=[CH:5][O:4][C:3]=1[Si:2]([CH3:12])([CH3:11])[CH3:1])=[O:10])[CH3:21] |f:1.2.3|. Procedure details: 2-Trimethylsilyl-3-furancarboxylic acid (16.4 g) (synthesized in accordance with the method described in J. C. S. Perkin, 1, 1125 (1981)) was dissolved in N,N-dimethylformamide (50 ml), and potassium carbonate (12.3 g) and iodoethane (13.9 g) were added. The mixture was stirred at room temperature for 15 hours, poured into ice water and extracted with diethyl ether. The extract was washed with water and saturated aqueous sodium chloride, dried over anhydrous magnesium sulfate and concentrated un... Starting materials: CNN (Methylhydrazine), CNN (methyl hydrazine), C(C)(C)O (isopropanol), C1(CCCCC1)C(C(C(=O)C1CCCCC1)C)=O (1,3-dicyclohexyl-2-methyl-1,3-propanedione), CNN (methyl hydrazine). Run in O (water). Conditions: temperature 90 celsius, time 3 hour. The product is C1(CCCCC1)C1=NN(C(=C1C)C1CCCCC1)C (3,5-Dicyclohexyl-1,4-dimethylpyrazole). Isolated yield 32.6%. As a reaction SMILES: [CH3:1][NH:2][NH2:3].C(O)(C)C.[CH:8]1([C:14](=O)[CH:15]([CH3:24])[C:16]([CH:18]2[CH2:23][CH2:22][CH2:21][CH2:20][CH2:19]2)=O)[CH2:13][CH2:12][CH2:11][CH2:10][CH2:9]1>O>[CH:8]1([C:14]2[C:15]([CH3:24])=[C:16]([CH:18]3[CH2:23][CH2:22][CH2:21][CH2:20][CH2:19]3)[N:2]([CH3:1])[N:3]=2)[CH2:13][CH2:12][CH2:11][CH2:10][CH2:9]1. Procedure details: Methylhydrazine (1.0 g, 0.022 mole) is added at 60° C-70° C with stirring to an isopropanol (200 ml) solution of 1,3-dicyclohexyl-2-methyl-1,3-propanedione (5.0 g, 0.02 mole) having a m.p. =36°--37° C and prepared by the procedure of Example 3 above. The reaction is heated at reflux for 4 hours, then cooled, water (300 ml) added and the resulting solid filtered off. The solid is dissolved in anhydrous toluene, methyl hydrazine (1.0 g, 0.022 mole) added and the reaction mixture heated at 90° C fo... Reactants: C1CCOC1, OCc1cn(-c2ccc(Cl)c(Cl)c2)cn1, O. Yields the product O=Cc1cn(-c2ccc(Cl)c(Cl)c2)cn1. Reaction SMILES: [CH2:16]1[O:17][CH2:18][CH2:19][CH2:20]1.[Cl:1][c:2]1[cH:3][c:4](-[n:9]2[cH:10][n:11][c:12]([CH2:14][OH:15])[cH:13]2)[cH:5][cH:6][c:7]1[Cl:8].[OH2:21]>>[Cl:1][c:2]1[cH:3][c:4](-[n:9]2[cH:10][n:11][c:12]([CH:14]=[O:15])[cH:13]2)[cH:5][cH:6][c:7]1[Cl:8].